This data is from the Open Reaction Database (ORD), a public repository of structured organic reaction records. The task is: describe an organic reaction: reactants, conditions, products, and yield The reactants are CC1(C)C2CCC1(CS(=O)(=O)O)C(=O)C2, CC(C)O, CNC(=O)c1cccc(F)c1Nc1nc(Cl)ncc1Cl, CC(=O)N1CCCOc2ccc(N)cc21. Product: CNC(=O)c1cccc(F)c1Nc1nc(Nc2ccc3c(c2)N(C(C)=O)CCCO3)ncc1Cl. As a reaction SMILES: [C:36]12([CH2:37][S:38]([OH:39])(=[O:40])=[O:41])[C:42]([CH3:43])([CH3:44])[CH:45]([CH2:46][CH2:47]1)[CH2:48][C:49]2=[O:50].[CH:51]([OH:52])([CH3:53])[CH3:54].[Cl:16][c:17]1[n:18][cH:19][c:20]([Cl:35])[c:21]([NH:23][c:24]2[c:25]([C:26](=[O:27])[NH:28][CH3:29])[cH:30][cH:31][cH:32][c:33]2[F:34])[n:22]1.[NH2:1][c:2]1[cH:3][cH:4][c:5]2[c:6]([cH:15]1)[N:7]([C:12]([CH3:13])=[O:14])[CH2:8][CH2:9][CH2:10][O:11]2>>[NH:1]([c:2]1[cH:3][cH:4][c:5]2[c:6]([cH:15]1)[N:7]([C:12]([CH3:13])=[O:14])[CH2:8][CH2:9][CH2:10][O:11]2)[c:17]1[n:18][cH:19][c:20]([Cl:35])[c:21]([NH:23][c:24]2[c:25]([C:26](=[O:27])[NH:28][CH3:29])[cH:30][cH:31][cH:32][c:33]2[F:34])[n:22]1. Run in C(C)#N (acetonitrile). Run at time 1 hour. Reported procedure: The above prepared 2,4-Dimethoxy-5-methyl-benzaldehyde (5.40 g, 30 mmol) was dissolved in 150 mL of acetonitrile and treated successively with sodium iodide (6.74 g, 1.5 eq.) and AlCl3 (4.00 g, 1.0 eq.), and the mixture kept at 80° C. for 1 h. Cooling, pouring onto crashed ice, twofold extraction with AcOEt, washing with water and brine, drying over magnesium sulfate, and evaporation of the solvents, followed by flash chromatography (SiO2, hexane/AcOEt=9/1), delivered 4.23 g of the title compoun... Reactants: COC1=C(C=O)C=C(C(=C1)OC)C (2,4-Dimethoxy-5-methyl-benzaldehyde), [I-].[Na+] (sodium iodide), [Al+3].[Cl-].[Cl-].[Cl-] (AlCl3). RXN SMILES: C[O:2][C:3]1[CH:10]=[C:9]([O:11][CH3:12])[C:8]([CH3:13])=[CH:7][C:4]=1[CH:5]=[O:6].[I-].[Na+].[Al+3].[Cl-].[Cl-].[Cl-]>C(#N)C>[OH:2][C:3]1[CH:10]=[C:9]([O:11][CH3:12])[C:8]([CH3:13])=[CH:7][C:4]=1[CH:5]=[O:6] |f:1.2,3.4.5.6|. Yields the product OC1=C(C=O)C=C(C(=C1)OC)C (2-Hydroxy-4-methoxy-5-methyl-benzaldehyde). The yield is 79.0%. Procedure: Phenyl-N-(2-ethoxy-5-ethyl-6-methylpyridin-3-yl)carbamate and 1-(2-ethoxyphenyl)piperazine were reacted by the same way with the example 1 to obtain the titled compound. The product is C(C)OC1=NC(=C(C=C1NC(=O)N1CCN(CC1)C1=C(C=CC=C1)OCC)CC)C (1-[(2-ethoxy-5-ethyl-6-methylpyridin-3-yl)aminocarbonyl]-4-(2-ethoxyphenyl) piperazin). Reactants: C1(=CC=CC=C1)OC(NC=1C(=NC(=C(C1)CC)C)OCC)=O (Phenyl-N-(2-ethoxy-5-ethyl-6-methylpyridin-3-yl)carbamate), C(C)OC1=C(C=CC=C1)N1CCNCC1 (1-(2-ethoxyphenyl)piperazine). Reaction SMILES: C1(O[C:8](=[O:22])[NH:9][C:10]2[C:11]([O:19][CH2:20][CH3:21])=[N:12][C:13]([CH3:18])=[C:14]([CH2:16][CH3:17])[CH:15]=2)C=CC=CC=1.[CH2:23]([O:25][C:26]1[CH:31]=[CH:30][CH:29]=[CH:28][C:27]=1[N:32]1[CH2:37][CH2:36][NH:35][CH2:34][CH2:33]1)[CH3:24]>>[CH2:20]([O:19][C:11]1[C:10]([NH:9][C:8]([N:35]2[CH2:34][CH2:33][N:32]([C:27]3[CH:28]=[CH:29][CH:30]=[CH:31][C:26]=3[O:25][CH2:23][CH3:24])[CH2:37][CH2:36]2)=[O:22])=[CH:15][C:14]([CH2:16][CH3:17])=[C:13]([CH3:18])[N:12]=1)[CH3:21].